describe an organic reaction: reactants, conditions, products, and yield From a dataset of the Open Reaction Database (ORD), a public repository of structured organic reaction records. The reactants are C(C1=CC=CC=C1)(=O)N (Benzamide), C=O (formaldehyde), C([O-])([O-])=O.[K+].[K+] (potassium carbonate). The solvent is O (water), O (water). Run at temperature 45 celsius, time 48 hour. The product is OCNC(C1=CC=CC=C1)=O (N-Hydroxymethylbenzamide). RXN SMILES: [C:1]([NH2:9])(=[O:8])[C:2]1[CH:7]=[CH:6][CH:5]=[CH:4][CH:3]=1.C=O.[C:12](=O)([O-])[O-:13].[K+].[K+]>O>[OH:13][CH2:12][NH:9][C:1](=[O:8])[C:2]1[CH:7]=[CH:6][CH:5]=[CH:4][CH:3]=1 |f:2.3.4|. Procedure details: Benzamide (25 g, 206 mmol), formaldehyde (37% aqueous, 70 mL, 890 mmol), and potassium carbonate (700 mg, 5 mmol) were mixed in 36 mL of water. The mixture was heated at 45° C. long enough to dissolve the reagents and then cooled to room temperature. The reaction was allowed to proceed for 48 hours when 1H NMR indicated that the reaction was complete. The reaction was diluted with about 500 mL of water and crystals began to form and were allowed to continue to form for 18 hours. The crystals wer... Starting materials: NN1C(=NC2=CC=CC=C2C1=O)CC (3-Amino-2-ethyl-4(3H)-quinazolinone), C12(CC3CC(CC(C1)C3)C2)CC(=O)Cl (1-adamantaneacetyl chloride). Yields the product C12(CC3CC(CC(C1)C3)C2)CC(=O)NN2C(=NC3=CC=CC=C3C2=O)CC (2-(1-adamantyl)-N-(2-ethyl-4-oxoquinazolin-3(4H)-yl)acetamide). Reaction SMILES: [NH2:1][N:2]1[C:11](=[O:12])[C:10]2[C:5](=[CH:6][CH:7]=[CH:8][CH:9]=2)[N:4]=[C:3]1[CH2:13][CH3:14].[C:15]12([CH2:25][C:26](Cl)=[O:27])[CH2:24][CH:19]3[CH2:20][CH:21]([CH2:23][CH:17]([CH2:18]3)[CH2:16]1)[CH2:22]2>>[C:15]12([CH2:25][C:26]([NH:1][N:2]3[C:11](=[O:12])[C:10]4[C:5](=[CH:6][CH:7]=[CH:8][CH:9]=4)[N:4]=[C:3]3[CH2:13][CH3:14])=[O:27])[CH2:22][CH:21]3[CH2:20][CH:19]([CH2:18][CH:17]([CH2:23]3)[CH2:16]1)[CH2:24]2. Procedure details: 3-Amino-2-ethyl-4(3H)-quinazolinone and 1-adamantaneacetyl chloride were reacted as described in Example 5 to provide the title compound. 1H NMR (300 MHz, DMSO-d6) δ ppm 1.23 (t, J=7.3 Hz, 3H), 1.60-1.74 (m, 12H), 1.92-1.99 (m, 3H), 2.08-2.18 (m, 2H), 2.58-2.79 (m, 2H), 7.50-7.56 (m, 1H), 7.67 (d, J=7.8 Hz, 1H), 7.82-7.88 (m, 1H), 8.12 (dd, J=8.1, 1.4 Hz, 1H), 10.82 (s, 1H) ppm; MS (DCI/NH3) m/z 366 (M+H)+; Elemental Analysis: Calculated for C22H27N3O2.0.75H2O: C, 69.72; H, 7.58; N, 11.09. Found... Starting materials: FC1=CC=C(C=C1)C(C(C)=O)C=CN(C)C (1-(4-fluorophenyl)-2-(dimethylamino)ethenyl-2-propanone), C(#N)CC(=O)N (cyanoacetamide), C[O-].[Na+] (sodium methoxide). Solvent: CN(C=O)C (dimethylformamide). Run at time 8 hour. Yields the product FC1=CC=C(C=C1)C=1C=C(C(NC1C)=O)C#N (1,2-dihydro-5-(4-fluorophenyl)-6-methyl-2-oxo-3-pyridinecarbonitrile). Yield: 90.1%. As a reaction SMILES: [F:1][C:2]1[CH:7]=[CH:6][C:5]([CH:8]([CH:12]=CN(C)C)[C:9](=O)[CH3:10])=[CH:4][CH:3]=1.[C:17]([CH2:19][C:20]([NH2:22])=[O:21])#[N:18].C[O-].[Na+]>CN(C)C=O>[F:1][C:2]1[CH:7]=[CH:6][C:5]([C:8]2[CH:12]=[C:19]([C:17]#[N:18])[C:20](=[O:21])[NH:22][C:9]=2[CH3:10])=[CH:4][CH:3]=1 |f:2.3|. Procedure details: A mixture of 1-(4-fluorophenyl)-2-(dimethylamino)ethenyl-2-propanone (59.6 grams), cyanoacetamide (26.7 grams) and sodium methoxide (34.3 grams) in 830 ml of dimethylformamide is heated under reflux for two hours and then the reaction mixture is concentrated on a rotary evaporator. The residual solid is suspended in water (2 liters) and is stirred overnight. The aqueous mixture is acidified with 12 N HCl, diluted with water to a volume of 4 liters, and stirred for two hours. The solid product is...